Dataset: the Open Reaction Database (ORD), a public repository of structured organic reaction records. Task: describe an organic reaction: reactants, conditions, products, and yield The reactants are C1(=C(C(=C(C(=C1F)F)F)N)F)N.Cl.Cl (dihydrochloride), COC(N(C)C)OC (dimethylformamide dimethyl acetal), N1C(=NC=C1)C1CCNCC1 (4-(1H-imidazol-2-yl)piperidine), C[O-].[Na+] (sodium methoxide). The solvent is CO (methanol). Run at time 5 minute. Product: COC(N1CCC(CC1)C=1NC=CN1)OC (4-(1H-imidazol-2-yl)-1-piperidine carboxaldehyde dimethylacetal). RXN SMILES: C1(N)C(F)=C(F)C(F)=C(N)C=1F.Cl.Cl.[NH:15]1[CH:19]=[CH:18][N:17]=[C:16]1[CH:20]1[CH2:25][CH2:24][NH:23][CH2:22][CH2:21]1.C[O-].[Na+].[CH3:29][O:30][CH:31]([O:35][CH3:36])N(C)C>CO>[CH3:29][O:30][CH:31]([O:35][CH3:36])[N:23]1[CH2:24][CH2:25][CH:20]([C:16]2[NH:15][CH:19]=[CH:18][N:17]=2)[CH2:21][CH2:22]1 |f:0.1.2,4.5|. Procedure details: A solution of the dihydrochloride salt of 4-(1H-imidazol-2-yl)piperidine (0.448 g, 0.002M) in methanol (15 ml) which contained sodium methoxide (0.004M) was stirred at room temperature for about 5 minutes and dimethylformamide dimethyl acetal (10 ml) was added and the mixture was heated at 80° C. for 8 hrs. The excess of dimethylformamide dimethylacetal was removed to give 4-(1H-imidazol-2-yl)-1-piperidine carboxaldehyde dimethylacetal. This acetal was then dissolved in 6 ml of chloroform. To a ... Reactants: sapogenin, C[C@@H]1CC[C@@]2([C@H]([C@H]3[C@@H](O2)C[C@@H]4[C@@]3(C(=O)C=C5[C@H]4CC[C@@H]6[C@@]5(CC[C@@H](C6)O)C)C)C)OC1 (9(11)-dehydrohecogenin), C(C)(=O)[O-] (acetate), C[C@@H]1CC[C@@]2([C@H]([C@H]3[C@@H](O2)C[C@@H]4[C@@]3(CC[C@H]5[C@H]4CC[C@@H]6[C@@]5(CC[C@@H](C6)O)C)C)C)OC1 (tigogenin), C[C@@H]1CC[C@@]2([C@H]([C@H]3[C@@H](O2)C[C@@H]4[C@@]3(C(=O)C[C@H]5[C@H]4CC[C@@]6([C@@]5(CC[C@@H](C6)O)C)C)C)C)OC1 (hecogenin). Run in CO (methanol). Product: C[C@@H]1CC[C@@]2([C@H]([C@H]3[C@@H](O2)C[C@@H]4[C@@]3(CC[C@H]5[C@H]4CC[C@@H]6[C@@]5(CC[C@@H](C6)O)C)C)C)OC1.C(C)(=O)[O-] (tigogenin acetate). As a reaction SMILES: [CH3:1][C@H:2]1[CH2:30][O:29][C@@:5]2([O:9][C@H:8]3[CH2:10][C@H:11]4[C@@H:16]5[CH2:17][CH2:18][C@H:19]6[CH2:24][C@@H:23]([OH:25])[CH2:22][CH2:21][C@:20]6([CH3:26])[C@H:15]5[CH2:14][CH2:13][C@:12]4([CH3:27])[C@H:7]3[C@@H:6]2[CH3:28])[CH2:4][CH2:3]1.C[C@H]1C[O:61][C@@:35]2([O:39][C@H]3C[C@H]4[C@@H]5CC[C@@]6(C)C[C@@H](O)CC[C@]6(C)[C@H]5CC(=O)[C@]4(C)[C@H]3[C@@H]2C)[CH2:34]C1.C[C@H]1CO[C@@]2(O[C@H]3C[C@H]4[C@@H]5CC[C@H]6C[C@@H](O)CC[C@]6(C)C5=CC(=O)[C@]4(C)[C@H]3[C@@H]2C)CC1.C([O-])(=O)C>CO>[CH3:1][C@H:2]1[CH2:30][O:29][C@@:5]2([O:9][C@H:8]3[CH2:10][C@H:11]4[C@@H:16]5[CH2:17][CH2:18][C@H:19]6[CH2:24][C@@H:23]([OH:25])[CH2:22][CH2:21][C@:20]6([CH3:26])[C@H:15]5[CH2:14][CH2:13][C@:12]4([CH3:27])[C@H:7]3[C@@H:6]2[CH3:28])[CH2:4][CH2:3]1.[C:35]([O-:61])(=[O:39])[CH3:34] |f:5.6|. Procedure details: 2.5g sapogenin obtained from Agave lentonaceum from the Republic of Honduras was found to be about 80% tigogenin by TLC. The remainder was hecogenin and 9(11)-dehydrohecogenin. This material was acetylated as described in Example I. The crude acetate was dissolved by refluxing with liberal quantities of methanol. The clear solution was evaporated to a final volume of 70ml and allowed to cool slowly to ambient temperature. The resulting crystals were filtered, washed with a little methanol, colle... Starting materials: FC=1C=C(C=CC1)C1=NC=C(C(=O)NC2C(CNCC2)C2=CC=C(C=C2)F)C=C1 (6-(3-fluorophenyl)-N-[3-(4-fluorophenyl)piperidin-4-yl]nicotinamide), TEA, C(C)(=O)OC(C)=O (acetic anhydride). The reagents and catalysts are CN(C)C=1C=CN=CC1 (DMAP). Solvent: C(Cl)Cl (DCM), O (water). Reaction conditions: time 1 hour. Yields the product desired product, C(C)(=O)N1CC(C(CC1)NC(C1=CN=C(C=C1)C1=CC(=CC=C1)F)=O)C1=CC=C(C=C1)F (N-[1-acetyl-3-(4-fluorophenyl)piperidin-4-yl]-6-(3-fluorophenyl)nicotinamide). The yield is 84.3%. RXN SMILES: [F:1][C:2]1[CH:3]=[C:4]([C:8]2[CH:29]=[CH:28][C:11]([C:12]([NH:14][CH:15]3[CH2:20][CH2:19][NH:18][CH2:17][CH:16]3[C:21]3[CH:26]=[CH:25][C:24]([F:27])=[CH:23][CH:22]=3)=[O:13])=[CH:10][N:9]=2)[CH:5]=[CH:6][CH:7]=1.[C:30](OC(=O)C)(=[O:32])[CH3:31]>C(Cl)Cl.CN(C1C=CN=CC=1)C.O>[C:30]([N:18]1[CH2:19][CH2:20][CH:15]([NH:14][C:12](=[O:13])[C:11]2[CH:28]=[CH:29][C:8]([C:4]3[CH:5]=[CH:6][CH:7]=[C:2]([F:1])[CH:3]=3)=[N:9][CH:10]=2)[CH:16]([C:21]2[CH:22]=[CH:23][C:24]([F:27])=[CH:25][CH:26]=2)[CH2:17]1)(=[O:32])[CH3:31]. Procedure details: To a solution of 6-(3-fluorophenyl)-N-[3-(4-fluorophenyl)piperidin-4-yl]nicotinamide (250 mg, 0.64 mmol) in DCM (5 mL) at 0° C. was added TEA (0.11 mL, 0.76 mmol ), DMAP (7.76 mg, 0.064 mmol ) and acetic anhydride (97.3 mg, 0.95 mmol ). After stirring at rt for 1 hr the reaction was diluted with water and then extracted with dcm. The organic extracts were combined, dried (Na2SO4) and solvent removed to give an oil, which after chromatography gave the desired product, N-[1-acetyl-3-(4-fluoropheny... Reactants: ClC=1C=CC2=C(C(C(=CO2)NC=C(C(=O)OCC)C(=O)OCC)=O)C1 (Diethyl {[(6-chloro-4-oxo-4H-1-benzopyran-3-yl)amino]methylene}propanedioate). Solvent: C1(=CC=CC=C1)OC1=CC=CC=C1 (diphenyl ether). Yields the product ClC=1C=CC2=C(C(C=3NC=C(C(C3O2)=O)C(=O)OCC)=O)C1 (Ethyl 8-chloro-4,10-dihydro-4,10-dioxo-1H-1-benzopyrano[3,2-b]pyridine-3-carboxylate). Yield: 92.5%. Reaction SMILES: [Cl:1][C:2]1[CH:3]=[CH:4][C:5]2[O:10][CH:9]=[C:8]([NH:11][CH:12]=[C:13]([C:19]([O:21]CC)=O)[C:14]([O:16][CH2:17][CH3:18])=[O:15])[C:7](=[O:24])[C:6]=2[CH:25]=1>C1(OC2C=CC=CC=2)C=CC=CC=1>[Cl:1][C:2]1[CH:3]=[CH:4][C:5]2[O:10][C:9]3[C:19](=[O:21])[C:13]([C:14]([O:16][CH2:17][CH3:18])=[O:15])=[CH:12][NH:11][C:8]=3[C:7](=[O:24])[C:6]=2[CH:25]=1. Procedure details: Diethyl {[(6-chloro-4-oxo-4H-1-benzopyran-3-yl)amino]methylene}propanedioate (5.0 g, 0.0137 mole) was added to diphenyl ether (30 ml) at 200°. The reaction mixture was refluxed (bath temp. 280°-290° ) for 60 min. The product, which crystallized out on cooling, was filtered off and washed with ether. Recrystallization from DMF gave white crystals (4.05 g, 93%), m.p. 330°-338° (dec). The reactants are NC1=C(C=C(C=C1)C1(CCCC1)C(=O)OCC)OCC(F)(F)F (ethyl 1-(4-amino-3-(2,2,2-trifluoroethoxy)phenyl)cyclopentanecarboxylate), C1CC(=O)N(C1=O)Cl (NCS). Run in O (water), C(Cl)(Cl)Cl (CHCl3). The product is NC1=C(C=C(C=C1OCC(F)(F)F)C1(CCCC1)C(=O)OCC)Cl (ethyl 1-(4-amino-3-chloro-5-(2,2,2-trifluoroethoxy)phenyl)cyclopentanecarboxylate). Yield: 76.3%. RXN SMILES: [NH2:1][C:2]1[CH:7]=[CH:6][C:5]([C:8]2([C:13]([O:15][CH2:16][CH3:17])=[O:14])[CH2:12][CH2:11][CH2:10][CH2:9]2)=[CH:4][C:3]=1[O:18][CH2:19][C:20]([F:23])([F:22])[F:21].C1C(=O)N([Cl:31])C(=O)C1>C(Cl)(Cl)Cl.O>[NH2:1][C:2]1[C:3]([O:18][CH2:19][C:20]([F:21])([F:22])[F:23])=[CH:4][C:5]([C:8]2([C:13]([O:15][CH2:16][CH3:17])=[O:14])[CH2:12][CH2:11][CH2:10][CH2:9]2)=[CH:6][C:7]=1[Cl:31]. Procedure details: To a stirred solution of ethyl 1-(4-amino-3-(2,2,2-trifluoroethoxy)phenyl)cyclopentanecarboxylate (1.2 g, 3.6 mmol) in dry CHCl3 (60 mL), NCS (0.411 g, 3.08 mmol) was added at 0° C. The reaction mixture was allowed to stir for 3 at room temperature to complete the reaction. The reaction mixture was diluted with water, extracted with DCM (2×100 mL), the combined organic solvents was dried over Na2SO4, filtered and concentrated in vacuo. The crude reaction mixture was purified by Flash column chro... The reactants are C#Cc1ccccc1C(F)(F)F, CCN(C(C)C)C(C)C, ClCCl, [Cu]I, CN(C)C=O, Cl[Pd]Cl, CC1(C)OC2C(COS(N)(=O)=O)OC(n3cnc4c(I)ncnc43)C2O1, c1ccc(P(c2ccccc2)c2ccccc2)cc1, c1ccc(P(c2ccccc2)c2ccccc2)cc1. Yields the product CC1(C)OC2C(COS(N)(=O)=O)OC(n3cnc4c(C#Cc5ccccc5C(F)(F)F)ncnc43)C2O1. RXN SMILES: [C:36](#[CH:37])[c:38]1[c:39]([C:44]([F:45])([F:46])[F:47])[cH:40][cH:41][cH:42][cH:43]1.[CH:27]([N:28]([CH2:29][CH3:30])[CH:31]([CH3:32])[CH3:33])([CH3:34])[CH3:35].[Cl:53][CH2:54][Cl:55].[Cu:56][I:57].[O:48]=[CH:49][N:50]([CH3:51])[CH3:52].[Pd:58]([Cl:59])[Cl:60].[S:1]([NH2:2])([O:3][CH2:4][CH:5]1[O:6][CH:7]([n:15]2[c:16]3[n:17][cH:18][n:19][c:20]([I:24])[c:21]3[n:22][cH:23]2)[CH:8]2[O:9][C:10]([CH3:13])([CH3:14])[O:11][CH:12]12)(=[O:25])=[O:26].[c:61]1([P:62]([c:63]2[cH:64][cH:65][cH:66][cH:67][cH:68]2)[c:69]2[cH:70][cH:71][cH:72][cH:73][cH:74]2)[cH:75][cH:76][cH:77][cH:78][cH:79]1.[c:80]1([P:81]([c:82]2[cH:83][cH:84][cH:85][cH:86][cH:87]2)[c:88]2[cH:89][cH:90][cH:91][cH:92][cH:93]2)[cH:94][cH:95][cH:96][cH:97][cH:98]1>>[S:1]([NH2:2])([O:3][CH2:4][CH:5]1[O:6][CH:7]([n:15]2[c:16]3[n:17][cH:18][n:19][c:20]([C:37]#[C:36][c:38]4[c:39]([C:44]([F:45])([F:46])[F:47])[cH:40][cH:41][cH:42][cH:43]4)[c:21]3[n:22][cH:23]2)[CH:8]2[O:9][C:10]([CH3:13])([CH3:14])[O:11][CH:12]12)(=[O:25])=[O:26]. Reactants: COC1=NC(=NC(=C1OC1=C(C=CC=C1)OC)NS(=O)(=O)C1=NC=C(C=C1)C)C1=CC(=NC=C1)C(=O)O (4-[4-methoxy-5-(2-methoxy-phenoxy)-6-(5-methyl-pyridine-2-sulfonylamino)-pyrimidin-2-yl]-pyridine-2-carboxylic acid), COC1=NC(=NC(=C1OC1=C(C=CC=C1)OC)NS(=O)(=O)C1=NC=C(C=C1)C)C1=CC(=NC=C1)C(=O)O (4-[4-methoxy-5-(2-methoxy-phenoxy)-6-(5-methyl-pyridine-2-sulfonylamino)-pyrimidin-2-yl]-pyridine-2-carboxylic acid), C(OC1CCCCC1)(OC(C)Cl)=O (cyclohexyl 1-chlorethyl carbonate). Product: C1(CCCCC1)OC(=O)OC(C)OC(=O)C1=NC=CC(=C1)C1=NC(=C(C(=N1)OC)OC1=C(C=CC=C1)OC)NS(=O)(=O)C1=NC=C(C=C1)C (4-[4-methoxy-5-(2-methoxy-phenoxy)-6-(5-methyl-pyridine-2-sulfonylamino)-pyrimidin-2-yl]-pyridine-2-carboxylic acid 1-cyclohexyloxycarbonyloxy-ethyl ester). Reaction SMILES: [CH3:1][O:2][C:3]1[C:8]([O:9][C:10]2[CH:15]=[CH:14][CH:13]=[CH:12][C:11]=2[O:16][CH3:17])=[C:7]([NH:18][S:19]([C:22]2[CH:27]=[CH:26][C:25]([CH3:28])=[CH:24][N:23]=2)(=[O:21])=[O:20])[N:6]=[C:5]([C:29]2[CH:34]=[CH:33][N:32]=[C:31]([C:35]([OH:37])=[O:36])[CH:30]=2)[N:4]=1.[C:38](=[O:50])([O:46][CH:47](Cl)[CH3:48])[O:39][CH:40]1[CH2:45][CH2:44][CH2:43][CH2:42][CH2:41]1>>[CH:40]1([O:39][C:38]([O:46][CH:47]([O:36][C:35]([C:31]2[CH:30]=[C:29]([C:5]3[N:4]=[C:3]([O:2][CH3:1])[C:8]([O:9][C:10]4[CH:15]=[CH:14][CH:13]=[CH:12][C:11]=4[O:16][CH3:17])=[C:7]([NH:18][S:19]([C:22]4[CH:27]=[CH:26][C:25]([CH3:28])=[CH:24][N:23]=4)(=[O:21])=[O:20])[N:6]=3)[CH:34]=[CH:33][N:32]=2)=[O:37])[CH3:48])=[O:50])[CH2:45][CH2:44][CH2:43][CH2:42][CH2:41]1. Procedure: In analogy to example 77, from 4-[4-methoxy-5-(2-methoxy-phenoxy)-6-(5-methyl-pyridine-2-sulfonylamino)-pyrimidin-2-yl]-pyridine-2-carboxylic acid, product of example 21, and cyclohexyl 1-chlorethyl carbonate (synthesis described by A. Riondel et al., Tetrahedron, 1988, Vol. 44, 1619) there was obtained 4-[4-methoxy-5-(2-methoxy-phenoxy)-6-(5-methyl-pyridine-2-sulfonylamino)-pyrimidin-2-yl]-pyridine-2-carboxylic acid 1-cyclohexyloxycarbonyloxy-ethyl ester as a white solid. ISN mass spectrum, m/e...